Task: describe an organic reaction: reactants, conditions, products, and yield. Dataset: the Open Reaction Database (ORD), a public repository of structured organic reaction records Reactants: C(#N)[BH3-].[Na+] (sodium cyanoborohydride), CCCCCC.CCOC(=O)C (Hexane EtOAc), NC=1C=C(C(=O)NC2=CC=C(C=C2)C=2SC3=C(N2)C=CC(=C3)C)C=CC1 (3-amino-N-[4-(6-methyl benzothiazol-2-yl)-phenyl]-benzamide), C=O (paraformaldehyde). Run in CC(=O)O (AcOH). Yields the product CN(C=1C=C(C(=O)NC2=CC=C(C=C2)C=2SC3=C(N2)C=CC(=C3)C)C=CC1)C (3-Dimethylamino-N-[4-(6-methylbenzothiazol-2-yl)-phenyl]-benzamide). Yield: 28.0%. Reaction SMILES: [C:1]([BH3-])#[N:2].[Na+].N[C:6]1[CH:7]=[C:8]([CH:28]=[CH:29][CH:30]=1)[C:9]([NH:11][C:12]1[CH:17]=[CH:16][C:15]([C:18]2[S:19][C:20]3[CH:26]=[C:25]([CH3:27])[CH:24]=[CH:23][C:21]=3[N:22]=2)=[CH:14][CH:13]=1)=[O:10].C=O.[CH3:33]CCCCC.CCOC(C)=O>CC(O)=O>[CH3:33][N:2]([CH3:1])[C:6]1[CH:7]=[C:8]([CH:28]=[CH:29][CH:30]=1)[C:9]([NH:11][C:12]1[CH:17]=[CH:16][C:15]([C:18]2[S:19][C:20]3[CH:26]=[C:25]([CH3:27])[CH:24]=[CH:23][C:21]=3[N:22]=2)=[CH:14][CH:13]=1)=[O:10] |f:0.1,4.5|. Reported procedure: Prepared as described in the Amination section using sodium cyanoborohydride (0.44 g, 6.95 mmol), 3-amino-N-[4-(6-methyl benzothiazol-2-yl)-phenyl]-benzamide (0.50 g, 1.39 mmol) and paraformaldehyde (0.42 g, 13.9 mmol) in AcOH (8 ml) to give the title compound (0.15 g, 28%) as a colourless solid after work-up and flash chromatography (2:1 Hexane/EtOAc). Starting materials: ClC1=NC2=CC=C(C=C2C=C1)[N+](=O)[O-] (2-Chloro-6-nitro-quinoline), COC1=C(CN)C=CC=C1 (2-methoxybenzylamine). The product is COC1=C(CNC2=NC3=CC=C(C=C3C=C2)[N+](=O)[O-])C=CC=C1 ((2-Methoxy-benzyl)-(6-nitro-quinolin-2-yl)-amine), solid. Yield: 42.0%. As a reaction SMILES: Cl[C:2]1[CH:11]=[CH:10][C:9]2[C:4](=[CH:5][CH:6]=[C:7]([N+:12]([O-:14])=[O:13])[CH:8]=2)[N:3]=1.[CH3:15][O:16][C:17]1[CH:24]=[CH:23][CH:22]=[CH:21][C:18]=1[CH2:19][NH2:20]>>[CH3:15][O:16][C:17]1[CH:24]=[CH:23][CH:22]=[CH:21][C:18]=1[CH2:19][NH:20][C:2]1[CH:11]=[CH:10][C:9]2[C:4](=[CH:5][CH:6]=[C:7]([N+:12]([O-:14])=[O:13])[CH:8]=2)[N:3]=1. Procedure: 2-Chloro-6-nitro-quinoline (0.80 g, 4.0 mmol) and 2-methoxybenzylamine (1.5 mL, 12 mmol) were heated at 130° C. for 2 h. The reaction mixture was purified by flash chromatography on silica gel (heptane/ethyl acetate, 9:1, 4:1, 1:1). (2-Methoxy-benzyl)-(6-nitro-quinolin-2-yl)-amine was obtained as a yellow solid (0.5 g, 42%), MS: m/e=310.5 (M+H+). The reactants are NC1=C(SC(=C1)C1=CC=NC=C1)C(=O)N (3-amino-5-(pyridin-4-yl)thiophene-2-carboxamide), FC(C(=O)C)(F)F (1,1,1-trifluoroacetone), CC=1C=CC(=CC1)S(=O)(=O)O (PTSA), [O-]S(=O)(=O)[O-].[Mg+2] (MgSO4), C(=O)(O)[O-].[Na+] (NaHCO3). Solvent: CN(C)C=O (DMF). Reaction conditions: time 3 hour. Product: CC1(NC(C2=C(N1)C=C(S2)C2=CC=NC=C2)=O)C(F)(F)F (2-methyl-6-(pyridin-4-yl)-2-(trifluoromethyl)-2,3-dihydrothieno[3,2-d]pyrimidin-4(1H)-one). The yield is 60.0%. As a reaction SMILES: [NH2:1][C:2]1[CH:6]=[C:5]([C:7]2[CH:12]=[CH:11][N:10]=[CH:9][CH:8]=2)[S:4][C:3]=1[C:13]([NH2:15])=[O:14].[F:16][C:17]([F:22])([F:21])[C:18]([CH3:20])=O.CC1C=CC(S(O)(=O)=O)=CC=1.[O-]S([O-])(=O)=O.[Mg+2].C([O-])(O)=O.[Na+]>CN(C=O)C>[CH3:20][C:18]1([C:17]([F:22])([F:21])[F:16])[NH:1][C:2]2[CH:6]=[C:5]([C:7]3[CH:8]=[CH:9][N:10]=[CH:11][CH:12]=3)[S:4][C:3]=2[C:13](=[O:14])[NH:15]1 |f:3.4,5.6|. Procedure: A mixture of 3-amino-5-(pyridin-4-yl)thiophene-2-carboxamide (110 mg, 0.502 mmol), 1,1,1-trifluoroacetone (1 mL, 11.2 mmol), PTSA (9.5 mg, 0.050 mmol), MgSO4 (60.4 mg, 0.50 mmol) and DMF (1 mL) was microwave-irradiated at 100° C. for 1 h then at 130° C. for 3 h. Then, the mixture was poured into saturated aqueous NaHCO3 (100 mL). Extraction with EtOAc (100 mL), washing with brine, drying over MgSO4, filtration and concentration under reduced pressure gave a yellow solid. This residue was purifie... Reactants: CC[O-].[Na+] (sodium ethylate solution), [Cl-].C(C)(C)NP(O)(=O)CCCl (2-chloroethanephosphonic acid N-monoisopropylamide chloride). The solvent is C1=CC=CC=C1 (benzene). Conditions: time 2 hour. Yields the product C(C)(C)[NH-].C(C)OP(O)(=O)CCCl (2-chloroethanephosphonic acid ethyl ester N-monoisopropylamide). Reaction SMILES: [CH3:1][CH2:2][O-:3].[Na+].[Cl-].[CH:6]([NH:9][P:10]([CH2:13][CH2:14][Cl:15])(=[O:12])[OH:11])([CH3:8])[CH3:7]>C1C=CC=CC=1>[CH:6]([NH-:9])([CH3:8])[CH3:7].[CH2:2]([O:3][P:10]([CH2:13][CH2:14][Cl:15])(=[O:11])[OH:12])[CH3:1] |f:0.1,2.3,5.6|. Procedure: 87 ml (0.2 mole) ethanolic sodium ethylate solution are added to 41 g (0.2 mole) 2-chloroethanephosphonic acid N-monoisopropylamide chloride in 200 ml benzene at room temperature. Stirring was afterwards effected for 2 hours; the salts were then filtered off with suction, the reaction solution was washed with water, and drying with sodium sulfate was effected. After the solvent had been drawn off, slight distillation was carried out. There remained behind a colourless oil, nD26 = 1.4580, yield: ... The reactants are CN1CCN(Cc2ccc([N+](=O)[O-])cc2)CC1, CO, [Cl-], [NH4+], [Zn]. Product: CN1CCN(Cc2ccc(N)cc2)CC1. Reaction SMILES: [CH3:1][N:2]1[CH2:3][CH2:4][N:5]([CH2:8][c:9]2[cH:10][cH:11][c:12]([N+:15]([O-:16])=[O:17])[cH:13][cH:14]2)[CH2:6][CH2:7]1.[CH3:20][OH:21].[Cl-:18].[NH4+:19].[Zn:22]>>[CH3:1][N:2]1[CH2:3][CH2:4][N:5]([CH2:8][c:9]2[cH:10][cH:11][c:12]([NH2:15])[cH:13][cH:14]2)[CH2:6][CH2:7]1. The reactants are COC(CCCCCC1=NN(C2=C1CCC2)C2=CC=C(C=C2)[N+](=O)[O-])=O (6-[1-(4-nitrophenyl)-1,4,5,6-tetrahydro-3-cyclopentapyrazolyl]hexanoic acid methyl ester), [OH-].[Na+] (sodium hydroxide). The solvent is CO (methanol). The product is [N+](=O)([O-])C1=CC=C(C=C1)N1N=C(C2=C1CCC2)CCCCCC(=O)O (6-[1,4,5,6-Tetrahydro-1-(4-nitrophenyl)-3-cyclopentapyrazolyl]hexanoic acid). Reaction SMILES: C[O:2][C:3](=[O:26])[CH2:4][CH2:5][CH2:6][CH2:7][CH2:8][C:9]1[C:13]2[CH2:14][CH2:15][CH2:16][C:12]=2[N:11]([C:17]2[CH:22]=[CH:21][C:20]([N+:23]([O-:25])=[O:24])=[CH:19][CH:18]=2)[N:10]=1.[OH-].[Na+]>CO>[N+:23]([C:20]1[CH:19]=[CH:18][C:17]([N:11]2[C:12]3[CH2:16][CH2:15][CH2:14][C:13]=3[C:9]([CH2:8][CH2:7][CH2:6][CH2:5][CH2:4][C:3]([OH:26])=[O:2])=[N:10]2)=[CH:22][CH:21]=1)([O-:25])=[O:24] |f:1.2|. Reported procedure: A solution of 6-[1-(4-nitrophenyl)-1,4,5,6-tetrahydro-3-cyclopentapyrazolyl]hexanoic acid methyl ester (see Example 18) (0.07 g) in methanol (10 ml) was treated with 2N sodium hydroxide (2 ml) and heated at reflux temperature for 45 minutes. The solution was cooled, evaporated, diluted with water and acidified. The precipitate was extracted into ethyl acetate, washed with 5% saline, dried, and evaporated. The residue was filtered through CC-4 silica gel to remove polar impurities, and the 25% et... The reactants are C(CCC)[Li] (n-butyllithium), CC=1OC=CC1 (2-methylfuran), C([O-])([O-])=O.[Na+].[Na+] (sodium carbonate), BrC=1CC2=CC=C(C(=C2C1)C1=CC=C(C=C1)OC)C (2-bromo-4-(4-methoxyphenyl)-5-methylindene), B(OC(C)C)(OC(C)C)OC(C)C (triisopropyl borate). Reagents/catalysts: C1(=CC=CC=C1)P(C1=CC=CC=C1)(C1=CC=CC=C1)[Pd](P(C1=CC=CC=C1)(C1=CC=CC=C1)C1=CC=CC=C1)(P(C1=CC=CC=C1)(C1=CC=CC=C1)C1=CC=CC=C1)P(C1=CC=CC=C1)(C1=CC=CC=C1)C1=CC=CC=C1 (tetrakis(triphenylphosphino)palladium). The solvent is CCCCCC (n-hexane), O (Water), COCCOC (DME). Conditions: temperature -30 celsius, time 3 hour. Product: CC1=CC=C(O1)C=1CC2=CC=C(C(=C2C1)C1=CC=C(C=C1)OC)C (2-(5-methylfuryl)-4-(4-methoxyphenyl)-5-methylindene). As a reaction SMILES: [CH3:1][C:2]1[O:3][CH:4]=[CH:5][CH:6]=1.C([Li])CCC.B(OC(C)C)(OC(C)C)OC(C)C.C(=O)([O-])[O-].[Na+].[Na+].Br[C:32]1[CH2:33][C:34]2[C:39]([CH:40]=1)=[C:38]([C:41]1[CH:46]=[CH:45][C:44]([O:47][CH3:48])=[CH:43][CH:42]=1)[C:37]([CH3:49])=[CH:36][CH:35]=2>COCCOC.CCCCCC.C1(P([Pd](P(C2C=CC=CC=2)(C2C=CC=CC=2)C2C=CC=CC=2)(P(C2C=CC=CC=2)(C2C=CC=CC=2)C2C=CC=CC=2)P(C2C=CC=CC=2)(C2C=CC=CC=2)C2C=CC=CC=2)(C2C=CC=CC=2)C2C=CC=CC=2)C=CC=CC=1.O>[CH3:1][C:2]1[O:3][C:4]([C:32]2[CH2:33][C:34]3[C:39]([CH:40]=2)=[C:38]([C:41]2[CH:46]=[CH:45][C:44]([O:47][CH3:48])=[CH:43][CH:42]=2)[C:37]([CH3:49])=[CH:36][CH:35]=3)=[CH:5][CH:6]=1 |f:3.4.5|. Procedure: Solution of 2-methylfuran (1.9 g, 23 mmol) in absolute DME was cooled at −70° C., and solution of n-butyllithium in n-hexane (1.66 M, 14 mL) was dropped. Reaction solution was stirred for 3 hours at low temperature of about −30° C. as it was, subsequently, triisopropyl borate (5.9 mL, 25.5 mmol) was added, and reaction solution was stirred at room temperature day and night. After stirring, distilled water (5 mL) was added to hydrolyze, and aqueous solution (20 mL) of sodium carbonate (4.8 g, 45 ...